Dataset: the Open Reaction Database (ORD), a public repository of structured organic reaction records. Task: describe an organic reaction: reactants, conditions, products, and yield Reactants: CC(=O)OC(C)=O, CNc1ccc2c(c1)Sc1cc(NC)ccc1N2, c1ccncc1. Yields the product CNc1ccc2c(c1)Sc1cc(NC)ccc1N2C(C)=O. Reaction SMILES: [CH3:19][C:20](=[O:21])[O:22][C:23](=[O:24])[CH3:25].[CH3:1][NH:2][c:3]1[cH:4][cH:5][c:6]2[c:15]([cH:16]1)[S:14][c:13]1[c:8]([cH:9][cH:10][c:11]([NH:17][CH3:18])[cH:12]1)[NH:7]2.[cH:26]1[cH:27][cH:28][n:29][cH:30][cH:31]1>>[CH3:1][NH:2][c:3]1[cH:4][cH:5][c:6]2[c:15]([cH:16]1)[S:14][c:13]1[c:8]([cH:9][cH:10][c:11]([NH:17][CH3:18])[cH:12]1)[N:7]2[C:20]([CH3:19])=[O:21]. Reactants: COC1=CC=C(C=C[N+](=O)[O-])C=C1 (4-Methoxy-β-nitrostyrene), C(C1=CC=CC=C1)=O (benzaldehyde), NC1=C(C=CC=C1)N (1,2-diaminobenzene), ( 6 ). Yields the product COC1=CC=C(C=C1)CC[N+](=O)[O-] (methoxy-4-(2-nitroethyl) benzene). Isolated yield 92.0%. Reaction SMILES: [CH3:1][O:2][C:3]1[CH:13]=[CH:12][C:6]([CH:7]=[CH:8][N+:9]([O-:11])=[O:10])=[CH:5][CH:4]=1.C(=O)C1C=CC=CC=1.NC1C=CC=CC=1N>>[CH3:1][O:2][C:3]1[CH:4]=[CH:5][C:6]([CH2:7][CH2:8][N+:9]([O-:11])=[O:10])=[CH:12][CH:13]=1. Procedure: Example 227 A) 4-Methoxy-β-nitrostyrene (25.0 g, 0.15 mole) was reacted with benzaldehyde (19.1 g, 0.18 mole) and 1,2-diaminobenzene (19.8 g, 0.18 mole) according to the procedure of Chikashita et. al. (Synth. Commun. 1985, 15 (6), 527) to yield methoxy-4-(2-nitroethyl) benzene (25.0 g, 93%) as a yellow oil. Starting materials: C1CCNCC1, CN(C)c1ccc(C=O)cc1, CCO, O=C1Cc2cc(F)ccc2N1. The product is CN(C)c1ccc(C=C2C(=O)Nc3ccc(F)cc32)cc1. RXN SMILES: [CH2:23]1[CH2:24][CH2:25][NH:26][CH2:27][CH2:28]1.[CH3:12][N:13]([c:14]1[cH:15][cH:16][c:17]([CH:18]=[O:19])[cH:20][cH:21]1)[CH3:22].[CH3:29][CH2:30][OH:31].[F:1][c:2]1[cH:3][c:4]2[c:8]([cH:9][cH:10]1)[NH:7][C:6](=[O:11])[CH2:5]2>>[F:1][c:2]1[cH:3][c:4]2[c:8]([cH:9][cH:10]1)[NH:7][C:6](=[O:11])[C:5]2=[CH:18][c:17]1[cH:16][cH:15][c:14]([N:13]([CH3:12])[CH3:22])[cH:21][cH:20]1. The reactants are [NH-]C(=O)OCC1c2ccccc2-c2ccccc21, CC(=O)O, O=C(O)CCCCOc1ccc2c(c1)C(O)c1ccccc1O2, Cc1ccc(S(=O)(=O)O)cc1. Yields the product O=C(O)CCCCOc1ccc2c(c1)C(NC(=O)OCC1c3ccccc3-c3ccccc31)c1ccccc1O2. As a reaction SMILES: [C:35](=[O:36])([O:37][CH2:38][CH:39]1[c:40]2[cH:41][cH:42][cH:43][cH:44][c:45]2-[c:46]2[cH:47][cH:48][cH:49][cH:50][c:51]21)[NH-:52].[CH3:53][C:54](=[O:55])[OH:56].[OH:12][CH:13]1[c:14]2[cH:15][cH:16][cH:17][cH:18][c:19]2[O:20][c:21]2[cH:22][cH:23][c:24]([O:27][CH2:28][CH2:29][CH2:30][CH2:31][C:32](=[O:33])[OH:34])[cH:25][c:26]21.[c:1]1([CH3:2])[cH:3][cH:4][c:5]([S:6]([OH:7])(=[O:8])=[O:9])[cH:10][cH:11]1>>[CH:13]1([NH:52][C:35](=[O:36])[O:37][CH2:38][CH:39]2[c:40]3[cH:41][cH:42][cH:43][cH:44][c:45]3-[c:46]3[cH:47][cH:48][cH:49][cH:50][c:51]32)[c:14]2[cH:15][cH:16][cH:17][cH:18][c:19]2[O:20][c:21]2[cH:22][cH:23][c:24]([O:27][CH2:28][CH2:29][CH2:30][CH2:31][C:32](=[O:33])[OH:34])[cH:25][c:26]21.